From a dataset of the Open Reaction Database (ORD), a public repository of structured organic reaction records. describe an organic reaction: reactants, conditions, products, and yield Reactants: CCOC(=O)c1c(C)nc2cccc(OCC(N)CC)c2c1N, COc1cc(C(=O)O)ccc1OCCCO. Product: CCOC(=O)c1c(C)nc2cccc(OCC(CC)NC(=O)c3ccc(OCCCO)c(OC)c3)c2c1N. RXN SMILES: [NH2:1][c:2]1[c:3]([C:19](=[O:20])[O:21][CH2:22][CH3:23])[c:4]([CH3:18])[n:5][c:6]2[cH:7][cH:8][cH:9][c:10]([O:12][CH2:13][CH:14]([CH2:15][CH3:16])[NH2:17])[c:11]12.[OH:24][CH2:25][CH2:26][CH2:27][O:28][c:29]1[c:30]([O:38][CH3:39])[cH:31][c:32]([C:33](=[O:34])[OH:35])[cH:36][cH:37]1>>[NH2:1][c:2]1[c:3]([C:19](=[O:20])[O:21][CH2:22][CH3:23])[c:4]([CH3:18])[n:5][c:6]2[cH:7][cH:8][cH:9][c:10]([O:12][CH2:13][CH:14]([CH2:15][CH3:16])[NH:17][C:33]([c:32]3[cH:31][c:30]([O:38][CH3:39])[c:29]([O:28][CH2:27][CH2:26][CH2:25][OH:24])[cH:37][cH:36]3)=[O:34])[c:11]12. Reactants: ClCCN(CCCl)C(C[C@H](NC(NC1=CC=CC=C1)=O)C(=O)OCC1=CC=CC=C1)C(=O)OCC1=CC=CC=C1 (dibenzyl 4-[N,N-bis(2-chloroethyl)amino]phenylcarbamoyl-L-glutamate). The reagents and catalysts are [Pd] (Pd/C). Run in CN(C)C=O (DMF). The product is ClCCN(CCCl)C(C[C@H](NC(NC1=CC=CC=C1)=O)C(=O)O)C(=O)O (4-[N,N-bis-(2-chloroethyl)amino]phenylcarbamoyl-L-glutamic acid). Reaction SMILES: [Cl:1][CH2:2][CH2:3][N:4]([CH:8]([C:31]([O:33]CC1C=CC=CC=1)=[O:32])[CH2:9][C@@H:10]([C:21]([O:23]CC1C=CC=CC=1)=[O:22])[NH:11][C:12](=[O:20])[NH:13][C:14]1[CH:19]=[CH:18][CH:17]=[CH:16][CH:15]=1)[CH2:5][CH2:6][Cl:7]>CN(C=O)C.[Pd]>[Cl:1][CH2:2][CH2:3][N:4]([CH:8]([C:31]([OH:33])=[O:32])[CH2:9][C@@H:10]([C:21]([OH:23])=[O:22])[NH:11][C:12](=[O:20])[NH:13][C:14]1[CH:19]=[CH:18][CH:17]=[CH:16][CH:15]=1)[CH2:5][CH2:6][Cl:7]. Procedure: A solution of the intermediate dibenzyl 4-[N,N-bis(2-chloroethyl)amino]phenylcarbamoyl-L-glutamate (1.138 g) in DMF (15 ml) was hydrogenated over 10% Pd/C for 16 hours. After filtration and evaporation in vacuo, the residue was dissolved in CHCl3 (20 ml). After 18 hours the crystalline precipitate was filtered off and dried in vacuo to obtain 4-[N,N-bis-(2-chloroethyl)amino]phenylcarbamoyl-L-glutamic acid. Yield, 730 mg (93%). After recrystallisation from acetone/CHCl3 microscopic rods formed m.... Starting materials: [BH4-], CCOC(=O)C1(C(=O)C(C)N(Cc2ccccc2)Cc2ccccc2)CC1, CO, [Na+], O. Product: CCOC(=O)C1(C(O)C(C)N(Cc2ccccc2)Cc2ccccc2)CC1. RXN SMILES: [BH4-:28].[CH2:1]([c:2]1[cH:3][cH:4][cH:5][cH:6][cH:7]1)[N:8]([CH:9]([C:10](=[O:11])[C:12]1([C:15](=[O:16])[O:17][CH2:18][CH3:19])[CH2:13][CH2:14]1)[CH3:20])[CH2:21][c:22]1[cH:23][cH:24][cH:25][cH:26][cH:27]1.[CH3:31][OH:32].[Na+:29].[OH2:30]>>[CH2:1]([c:2]1[cH:3][cH:4][cH:5][cH:6][cH:7]1)[N:8]([CH:9]([CH:10]([OH:11])[C:12]1([C:15](=[O:16])[O:17][CH2:18][CH3:19])[CH2:13][CH2:14]1)[CH3:20])[CH2:21][c:22]1[cH:23][cH:24][cH:25][cH:26][cH:27]1. Reactants: COc1cc(CN)c2c(c1CC(=O)OCc1ccccc1)Sc1c(ccc(OC)c1C(=O)OC(C)(C)C)N2C(=O)CCCC(=O)O, CI, CN(C)C=O, CCOC(C)=O, C1CCC2=NCCCN2CC1, O. The product is COC(=O)CCCC(=O)N1c2ccc(OC)c(C(=O)OC(C)(C)C)c2Sc2c(CC(=O)OCc3ccccc3)c(OC)cc(CN)c21. RXN SMILES: [CH2:14]([c:15]1[cH:16][cH:17][cH:18][cH:19][cH:20]1)[O:21][C:22](=[O:23])[CH2:24][c:25]1[c:26]([O:58][CH3:59])[cH:27][c:28]([CH2:56][NH2:57])[c:29]2[c:38]1[S:37][c:36]1[c:31]([cH:32][cH:33][c:34]([O:46][CH3:47])[c:35]1[C:39](=[O:40])[O:41][C:42]([CH3:43])([CH3:44])[CH3:45])[N:30]2[C:48]([CH2:49][CH2:50][CH2:51][C:52](=[O:53])[OH:54])=[O:55].[CH3:1][I:2].[CH3:61][N:62]([CH3:63])[CH:64]=[O:65].[CH3:66][CH2:67][O:68][C:69](=[O:70])[CH3:71].[N:3]12[CH2:4][CH2:13][CH2:12][CH2:11][CH2:10][C:9]1=[N:8][CH2:7][CH2:6][CH2:5]2.[OH2:60]>>[CH3:4][O:54][C:52]([CH2:51][CH2:50][CH2:49][C:48]([N:30]1[c:29]2[c:28]([CH2:56][NH2:57])[cH:27][c:26]([O:58][CH3:59])[c:25]([CH2:24][C:22]([O:21][CH2:14][c:15]3[cH:16][cH:17][cH:18][cH:19][cH:20]3)=[O:23])[c:38]2[S:37][c:36]2[c:31]1[cH:32][cH:33][c:34]([O:46][CH3:47])[c:35]2[C:39](=[O:40])[O:41][C:42]([CH3:43])([CH3:44])[CH3:45])=[O:55])=[O:53]. The reactants are CO, COC(=O)c1nc(C(C)C)n2c1CN=C(c1ccccc1Cl)c1cc(Cl)ccc1-2, N. The product is CC(C)c1nc(C(N)=O)c2n1-c1ccc(Cl)cc1C(c1ccccc1Cl)=NC2. Reaction SMILES: [CH3:31][OH:32].[Cl:1][c:2]1[cH:3][cH:4][c:5]2[c:6]([cH:29]1)[C:7]([c:22]1[c:23]([Cl:28])[cH:24][cH:25][cH:26][cH:27]1)=[N:8][CH2:9][c:10]1[n:11]-2[c:12]([CH:19]([CH3:20])[CH3:21])[n:13][c:14]1[C:15]([O:17][CH3:16])=[O:18].[NH3:30]>>[Cl:1][c:2]1[cH:3][cH:4][c:5]2[c:6]([cH:29]1)[C:7]([c:22]1[c:23]([Cl:28])[cH:24][cH:25][cH:26][cH:27]1)=[N:8][CH2:9][c:10]1[n:11]-2[c:12]([CH:19]([CH3:20])[CH3:21])[n:13][c:14]1[C:15](=[O:17])[NH2:30]. Starting materials: CCCC12COC(c3ccc(C#CCSCC)cc3)(OC1)OC2, ClCCl, O=C(OO)c1cccc(Cl)c1. The product is CCCC12COC(c3ccc(C#CCS(=O)CC)cc3)(OC1)OC2. RXN SMILES: [CH2:1]([CH3:2])[S:3][CH2:4][C:5]#[C:6][c:7]1[cH:8][cH:9][c:10]([C:13]23[O:14][CH2:15][C:16]([CH2:21][CH2:22][CH3:23])([CH2:17][O:18]2)[CH2:19][O:20]3)[cH:11][cH:12]1.[Cl:35][CH2:36][Cl:37].[OH:24][O:25][C:26]([c:27]1[cH:28][c:29]([Cl:30])[cH:31][cH:32][cH:33]1)=[O:34]>>[CH2:1]([CH3:2])[S:3]([CH2:4][C:5]#[C:6][c:7]1[cH:8][cH:9][c:10]([C:13]23[O:14][CH2:15][C:16]([CH2:21][CH2:22][CH3:23])([CH2:17][O:18]2)[CH2:19][O:20]3)[cH:11][cH:12]1)=[O:24]. Starting materials: olefin, solution, B.O1CCCC1 (borane tetrahydrofuran), C(C1=CC=CC=C1)OC=1C=CC=C2CCN(C12)[C@H](C=C)C1=CC(=CC=C1)Br ((1R)-(−)-7-benzyloxy-1-[1-(3-bromophenyl)prop-2-enyl]indoline), [OH-].[Na+] (sodium hydroxide), OO (hydrogen peroxide), B.C1CCOC1 (BH3-THF). Procedure details: A 1.0 M solution of borane-tetrahydrofuran complex (BH3-THF) in tetrahydrofuran (38.1 ml, 38.10 mmol) was added dropwise to a magnetically stirred solution of (1R)-(−)-7-benzyloxy-1-[1-(3-bromophenyl)prop-2-enyl]indoline (16.0 g, 38.1 mmol) in dry tetrahydrofuran (200 ml) under nitrogen at 0° C. The reaction mixture was heated under reflux for 8.5 h, during which time two further aliquots of 1.0 M BH3-THF in tetrahydrofuran were added (1×15.0 ml and 1×5.0 ml) until TLC inspection indicated that ... Reaction SMILES: B.[O:2]1CCCC1.[CH2:7]([O:14][C:15]1[CH:16]=[CH:17][CH:18]=[C:19]2[C:23]=1[N:22]([C@@H:24]([C:27]1[CH:32]=[CH:31][CH:30]=[C:29]([Br:33])[CH:28]=1)[CH:25]=[CH2:26])[CH2:21][CH2:20]2)[C:8]1[CH:13]=[CH:12][CH:11]=[CH:10][CH:9]=1.[OH-].[Na+].OO>O1CCCC1.O>[Br:33][C:29]1[CH:28]=[C:27]([C@H:24]([N:22]2[C:23]3[C:19](=[CH:18][CH:17]=[CH:16][C:15]=3[O:14][CH2:7][C:8]3[CH:9]=[CH:10][CH:11]=[CH:12][CH:13]=3)[CH2:20][CH2:21]2)[CH2:25][CH2:26][OH:2])[CH:32]=[CH:31][CH:30]=1 |f:0.1,3.4|. Run in O1CCCC1 (tetrahydrofuran), O1CCCC1 (tetrahydrofuran), O (water), O1CCCC1 (tetrahydrofuran). Reaction conditions: temperature 0 celsius, time 16 hour. Yield: 70.0%. Product: ethyl acetate-light petroleum, BrC=1C=C(C=CC1)[C@@H](CCO)N1CCC2=CC=CC(=C12)OCC1=CC=CC=C1 ((3R)-(−)-3-(3-Bromophenyl)-3-(7-benzyloxyindolin-1-yl)propan-1-ol). Starting materials: C(C1=CC=CC=C1)[C@@H]([C@H](C[C@H](CC1=CC=CC=C1)NC(=O)OC(C)(C)C)O)NC(=O)[C@H]([C@H](CC)C)NC(OC)=O (methyl(1S,2S)-1-[({(1S,2S,4S)-1-benzyl-4-[(tert-butoxycarbonyl)amino]-2-hydroxy-5-phenylpentyl}amino)carbonyl]-2-methylbutylcarbamate), Cl (HCl). The solvent is C1CCOC1 (THF). Reaction conditions: temperature 60 celsius. Yields the product N[C@H](C[C@@H]([C@H](CC1=CC=CC=C1)NC(=O)[C@H]([C@H](CC)C)NC(OC)=O)O)CC1=CC=CC=C1 (methyl(1S,2S)-1-({[(1S,2S,4S)-4-amino-1-benzyl-2-hydroxy-5-phenylpentyl]amino}carbonyl)-2-methylbutylcarbamate). Isolated yield 61.0%. As a reaction SMILES: [CH2:1]([C@H:8]([NH:28][C:29]([C@@H:31]([NH:36][C:37](=[O:40])[O:38][CH3:39])[C@@H:32]([CH3:35])[CH2:33][CH3:34])=[O:30])[C@@H:9]([OH:27])[CH2:10][C@@H:11]([NH:19]C(OC(C)(C)C)=O)[CH2:12][C:13]1[CH:18]=[CH:17][CH:16]=[CH:15][CH:14]=1)[C:2]1[CH:7]=[CH:6][CH:5]=[CH:4][CH:3]=1.Cl>C1COCC1>[NH2:19][C@@H:11]([CH2:12][C:13]1[CH:14]=[CH:15][CH:16]=[CH:17][CH:18]=1)[CH2:10][C@H:9]([OH:27])[C@@H:8]([NH:28][C:29]([C@@H:31]([NH:36][C:37](=[O:40])[O:38][CH3:39])[C@@H:32]([CH3:35])[CH2:33][CH3:34])=[O:30])[CH2:1][C:2]1[CH:7]=[CH:6][CH:5]=[CH:4][CH:3]=1. Reported procedure: A solution containing the crude product from Example 9A in THF (150 mL) was treated with an HCl solution (5 mL, 4 N in dioxane), and the mixture was heated at 60° C. for 2 hours, cooled to 25° C. and concentrated. The concentrate was partitioned between ethyl acetate and saturated NaHCO3. The organic phase was washed with brine, dried over MgSO4, filtered and concentrated to give the title compound (0.36 g, 61% yield). The reactants are [OH-].[Na+] (sodium hydroxide), C(C1=CC=CC=C1)C1=NC2=C(N1CC1=C(C=CC=C1)Cl)C=CC(=C2)C(=O)OCC (2-benzyl-1-(2-chlorobenzyl)-5-ethoxycarbonylbenzimidazole), Cl (hydrochloric acid). Run in C(C)O (Ethanol). The product is C(C1=CC=CC=C1)C1=NC2=C(N1CC1=C(C=CC=C1)Cl)C=CC(=C2)C(=O)O (2-benzyl-5-carboxy-1-(2-chlorobenzyl) benzimidazole). Yield: 82.6%. As a reaction SMILES: [OH-].[Na+].[CH2:3]([C:10]1[N:14]([CH2:15][C:16]2[CH:21]=[CH:20][CH:19]=[CH:18][C:17]=2[Cl:22])[C:13]2[CH:23]=[CH:24][C:25]([C:27]([O:29]CC)=[O:28])=[CH:26][C:12]=2[N:11]=1)[C:4]1[CH:9]=[CH:8][CH:7]=[CH:6][CH:5]=1.Cl>C(O)C>[CH2:3]([C:10]1[N:14]([CH2:15][C:16]2[CH:21]=[CH:20][CH:19]=[CH:18][C:17]=2[Cl:22])[C:13]2[CH:23]=[CH:24][C:25]([C:27]([OH:29])=[O:28])=[CH:26][C:12]=2[N:11]=1)[C:4]1[CH:9]=[CH:8][CH:7]=[CH:6][CH:5]=1 |f:0.1|. Procedure details: Ethanol (8 ml) and 10% sodium hydroxide aqueous solution (3.7 g) are added to 2-benzyl-1-(2-chlorobenzyl)-5-ethoxycarbonylbenzimidazole (0.635 g) (example 16), and the solution is refluxed for 4 hours. After the reaction solution is cooled, its acidity is adjusted to pH 6 with 10% hydrochloric acid. The sediment is gathered, washed with water, dried under reduced pressure, and thus, 2-benzyl-5-carboxy-1-(2-chlorobenzyl) benzimidazole (143) (0.488 g) is obtained. Starting materials: C(=O)C1=CC=C(S1)C(=O)O (5-formylthiophene-2-carboxylic acid), N1(CCNCC1)C(=O)OC(C)(C)C (tert-butyl piperazine-1-carboxylate), C(#N)[BH3-].[Na+] (sodium cyanoborohydride). Run in CO (MeOH), C(C)(=O)O (acetic acid). Reaction conditions: time 15 hour. Product: C(C)(C)(C)OC(=O)N1CCN(CC1)CC1=CC=C(S1)C(=O)O (5-{[4-(tert-butoxycarbonyl)piperazin-1-yl]methyl}thiophene-2-carboxylic acid). Yield: 194.1%. RXN SMILES: [CH:1]([C:3]1[S:7][C:6]([C:8]([OH:10])=[O:9])=[CH:5][CH:4]=1)=O.[N:11]1([C:17]([O:19][C:20]([CH3:23])([CH3:22])[CH3:21])=[O:18])[CH2:16][CH2:15][NH:14][CH2:13][CH2:12]1.C([BH3-])#N.[Na+]>CO.C(O)(=O)C>[C:20]([O:19][C:17]([N:11]1[CH2:16][CH2:15][N:14]([CH2:1][C:3]2[S:7][C:6]([C:8]([OH:10])=[O:9])=[CH:5][CH:4]=2)[CH2:13][CH2:12]1)=[O:18])([CH3:23])([CH3:21])[CH3:22] |f:2.3|. Procedure details: To a solution of 5-formylthiophene-2-carboxylic acid (0.505 g, 3.23 mmol) in MeOH (35 mL) and acetic acid (0.30 mL) was added tert-butyl piperazine-1-carboxylate (1.20 g, 6.47 mmol) and sodium cyanoborohydride (0.406 g, 6.47 mmol). The reaction mixture was allowed to stir at rt for 15 h and was then concentrated to give 5-{[4-(tert-butoxycarbonyl)piperazin-1-yl]methyl}thiophene-2-carboxylic acid (2.05 g, 6.27 mmol) as a white solid. LCMS: (FA) ES+ 327.3, ES-325.4.